Dataset: the Open Reaction Database (ORD), a public repository of structured organic reaction records. Task: describe an organic reaction: reactants, conditions, products, and yield Reactants: CC1(OC2=CC(=CC=C2CC1)O)C (2,2-dimethylchroman-7-ol), BrCC1=CC(=C(C(=O)OC(C)(C)C)C=C1Cl)F (tert-butyl 4-(bromomethyl)-5-chloro-2-fluorobenzoate), C([O-])([O-])=O.[K+].[K+] (potassium carbonate). Solvent: CC(=O)C (acetone). Run at temperature 50 celsius, time 16 hour. The product is ClC=1C(=CC(=C(C(=O)OC(C)(C)C)C1)F)COC1=CC=C2CCC(OC2=C1)(C)C (tert-butyl 5-chloro-4-((2,2-dimethylchroman-7-yloxy)methyl)-2-fluorobenzoate). As a reaction SMILES: [CH3:1][C:2]1([CH3:13])[CH2:11][CH2:10][C:9]2[C:4](=[CH:5][C:6]([OH:12])=[CH:7][CH:8]=2)[O:3]1.Br[CH2:15][C:16]1[C:28]([Cl:29])=[CH:27][C:19]([C:20]([O:22][C:23]([CH3:26])([CH3:25])[CH3:24])=[O:21])=[C:18]([F:30])[CH:17]=1.C(=O)([O-])[O-].[K+].[K+]>CC(C)=O>[Cl:29][C:28]1[C:16]([CH2:15][O:12][C:6]2[CH:5]=[C:4]3[C:9]([CH2:10][CH2:11][C:2]([CH3:13])([CH3:1])[O:3]3)=[CH:8][CH:7]=2)=[CH:17][C:18]([F:30])=[C:19]([CH:27]=1)[C:20]([O:22][C:23]([CH3:24])([CH3:25])[CH3:26])=[O:21] |f:2.3.4|. Reported procedure: A mixture of 2,2-dimethylchroman-7-ol (100 mg, 0.561 mmol), tert-butyl 4-(bromomethyl)-5-chloro-2-fluorobenzoate (191 mg, 0.590 mmol) and potassium carbonate (194 mg, 1.40 mmol) in acetone (30 mL) was stirred at 50° C. for 16 hrs. After cooling to room temperature, the mixture was extracted with EtOAc (150×5 mL). The combined orgaic layers were washed with brine, dried over Na2SO4, filtered and concentrated to give the crude product which was used in next step without further purification (290 m... Starting materials: [O-]CC.[Na+] (sodium ethoxide), Cl (hydrochloric acid), C(CC(=O)OCC)(=O)OCC (diethyl malonate), CSC=1N=CC2=C(N(C(OC2=O)=O)C(C)C)N1 (7-methylthio-1-isopropyl-2H-pyrimido[4,5-d][1,3]oxazine-2,4(1H)-dione). Solvent: O (water). Product: C(C)OC(=O)C1=CC=NC=N1 (pyrimidine-6-carboxylic acid ethyl ester). As a reaction SMILES: [O-]CC.[Na+].[C:5](OCC)(=O)[CH2:6][C:7]([O:9][CH2:10][CH3:11])=[O:8].CS[C:18]1[N:19]=[CH:20]C2C(=O)OC(=O)N(C(C)C)C=2[N:32]=1.Cl>O>[CH2:10]([O:9][C:7]([C:6]1[N:32]=[CH:18][N:19]=[CH:20][CH:5]=1)=[O:8])[CH3:11] |f:0.1|. Procedure details: To a solution of sodium ethoxide (0.9 g. .039 g. atom of sodium in 75 ml. of ethanol) was added 6.24 g. (0.03 mole) of diethyl malonate. The ethanol was removed in a rotary evaporator. To the residue was added 100 ml. of dimethyl formamide followed by 3.3 g. (0.013 mole) of 7-methylthio-1-isopropyl-2H-pyrimido[4,5-d][1,3]oxazine-2,4(1H)-dione. The reaction mixture was heated under reflux for 1 hour, cooled in ice and poured into 400 ml. of water. The solution was acidified with conc. hydrochlori... Reactants: CCOC(C)=O, Cc1c(C(=O)N2CCOCC2)sc2cc(O)c(O)cc12, O=[N+]([O-])O. Yields the product Cc1c(C(=O)N2CCOCC2)sc2c([N+](=O)[O-])c(O)c(O)cc12. As a reaction SMILES: [CH3:25][CH2:26][O:27][C:28](=[O:29])[CH3:30].[OH:1][c:2]1[cH:3][c:4]2[c:5]([s:6][c:7]([C:10](=[O:11])[N:12]3[CH2:13][CH2:14][O:15][CH2:16][CH2:17]3)[c:8]2[CH3:9])[cH:18][c:19]1[OH:20].[OH:21][N+:22]([O-:23])=[O:24]>>[OH:1][c:2]1[cH:3][c:4]2[c:5]([s:6][c:7]([C:10](=[O:11])[N:12]3[CH2:13][CH2:14][O:15][CH2:16][CH2:17]3)[c:8]2[CH3:9])[c:18]([N+:22](=[O:21])[O-:23])[c:19]1[OH:20]. The reactants are C([O-])([O-])=O.[K+].[K+] (potassium carbonate), [OH-].[K+] (potassium hydroxide), ClC1=C(C(=O)O)C=CC(=C1)Cl (2,4-dichlorobenzoic acid), C(CCC(=O)O)CCN (6-amino-n-caproic acid), cupric chloride. The solvent is O (water). Product: C(=O)(O)C(CNC1=C(C(=O)O)C=CC(=C1)Cl)CCC (2-carboxypentylamino-4-chlorobenzoic Acid). Yield: 64.2%. As a reaction SMILES: [C:1](=[O:4])([O-:3])[O-].[K+].[K+].[OH-].[K+].Cl[C:10]1[CH:18]=[C:17]([Cl:19])[CH:16]=[CH:15][C:11]=1[C:12]([OH:14])=[O:13].[CH2:20]([CH2:26][CH2:27][NH2:28])[CH2:21][CH2:22]C(O)=O>O>[C:1]([CH:26]([CH2:20][CH2:21][CH3:22])[CH2:27][NH:28][C:10]1[CH:18]=[C:17]([Cl:19])[CH:16]=[CH:15][C:11]=1[C:12]([OH:14])=[O:13])([OH:3])=[O:4] |f:0.1.2,3.4|. Procedure: To a solution of potassium carbonate (3.62 g), potassium hydroxide (3.38 g), 2,4-dichlorobenzoic acid (VI) (5.0 g) and 6-amino-n-caproic acid (13.8 g) in water (50 ml) was added cupric chloride (0.05 g) and the resulting solution was refluxed for 18 hours. After this reaction solution was cooled to room temperature, the copper salt was removed by filtration and concentrated hydrochloric acid (25 ml) was added to the resulting filtrate. Then; the resulting precipitate was collected by filtration,... Reactants: CC(=O)Nc1cccc(C)c1C(=O)O, O, O=[N+]([O-])O. Product: CC(=O)Nc1ccc([N+](=O)[O-])c(C)c1C(=O)O. As a reaction SMILES: [CH3:5][c:6]1[c:7]([C:8](=[O:9])[OH:10])[c:11]([NH:15][C:16]([CH3:17])=[O:18])[cH:12][cH:13][cH:14]1.[OH2:19].[OH:1][N+:2]([O-:3])=[O:4]>>[O-:1][N+:2](=[O:4])[c:14]1[c:6]([CH3:5])[c:7]([C:8](=[O:9])[OH:10])[c:11]([NH:15][C:16]([CH3:17])=[O:18])[cH:12][cH:13]1. Reactants: C(CCC)[Li] (n-butyllithium), BrC=1C=CC(=NC1)C (5-bromo-2-methylpyridine), C(CCC)[Sn](CCCC)(CCCC)Cl (tributyltin chloride). Solvent: CCOCC (ether). RXN SMILES: Br[C:2]1[CH:3]=[CH:4][C:5]([CH3:8])=[N:6][CH:7]=1.C([Li])CCC.[CH2:14]([Sn:18](Cl)([CH2:23][CH2:24][CH2:25][CH3:26])[CH2:19][CH2:20][CH2:21][CH3:22])[CH2:15][CH2:16][CH3:17]>CCOCC>[CH3:8][C:5]1[CH:4]=[CH:3][C:2]([Sn:18]([CH2:19][CH2:20][CH2:21][CH3:22])([CH2:23][CH2:24][CH2:25][CH3:26])[CH2:14][CH2:15][CH2:16][CH3:17])=[CH:7][N:6]=1. Isolated yield 111.3%. Procedure: A solution containing 5-bromo-2-methylpyridine (1.2 g, 6.98 mmol) in ether (14 mL) at −78° C. was treated with n-butyllithium (5.2 mL, 1.6 M in hexanes) dropwise, stirred at −78° C. for 1 hour, treated with tributyltin chloride (2.25 mL, 8.30 mmol), stirred at −78° C. for 0.5 hours, and then at 0° C. for 0.5 hours. The reaction was quenched with saturated ammonium chloride solution and the reaction was partitioned between ether and water, and the organic phase was washed with brine and dried ove... Conditions: temperature -78 celsius, time 1 hour. The product is CC1=NC=C(C=C1)[Sn](CCCC)(CCCC)CCCC (2-methyl-5-(tributylstannyl)pyridine). Reactants: CC1(C(CCC(=C1)C=1SC(=CN1)C1=CC(=CC(=C1)NC1=NC=CC(=N1)C(F)(F)F)C)C(=O)OC)C (methyl 2,2-dimethyl-4-[5-(3-methyl-5-{[4-(trifluoromethyl)pyrimidin-2-yl]amino}phenyl)-1,3-thiazol-2-yl]cyclohex-3-ene-1-carboxylate), [H][H] (hydrogen), [H][H] (hydrogen), [H][H] (hydrogen). Reagents/catalysts: [Pd] (Palladium on carbon), [Pd] (Palladium on carbon), [Pd] (Palladium on carbon). Solvent: CO (methanol), CO (methanol), CO (methanol), CO (methanol). The product is CC1(C(CCC(C1)C=1SC(=CN1)C1=CC(=CC(=C1)NC1=NC=CC(=N1)C(F)(F)F)C)C(=O)OC)C (methyl 2,2-dimethyl-4-[5-(3-methyl-5-{[4-(trifluoromethyl)pyrimidin-2-yl]amino}phenyl)-1,3-thiazol-2-yl]cyclohexanecarboxylate). Yield: 60.5%. As a reaction SMILES: [CH3:1][C:2]1([CH3:35])[CH:7]=[C:6]([C:8]2[S:9][C:10]([C:13]3[CH:18]=[C:17]([NH:19][C:20]4[N:25]=[C:24]([C:26]([F:29])([F:28])[F:27])[CH:23]=[CH:22][N:21]=4)[CH:16]=[C:15]([CH3:30])[CH:14]=3)=[CH:11][N:12]=2)[CH2:5][CH2:4][CH:3]1[C:31]([O:33][CH3:34])=[O:32].[H][H]>[Pd].CO>[CH3:1][C:2]1([CH3:35])[CH2:7][CH:6]([C:8]2[S:9][C:10]([C:13]3[CH:18]=[C:17]([NH:19][C:20]4[N:25]=[C:24]([C:26]([F:28])([F:29])[F:27])[CH:23]=[CH:22][N:21]=4)[CH:16]=[C:15]([CH3:30])[CH:14]=3)=[CH:11][N:12]=2)[CH2:5][CH2:4][CH:3]1[C:31]([O:33][CH3:34])=[O:32]. Reported procedure: 10% Palladium on carbon (30 mg, 0.028 mmol) was taken up in methanol (1 mL) under argon. A solution of the product from Step 1 (141 mg, 0.281 mmol) in methanol (3 mL) was then added. A hydrogen balloon was attached and the flask was evacuated and backfilled with hydrogen. The mixture was allowed to stir over the weekend. The reaction was filtered through celite and concentrated under reduced pressure. The resulting residue was taken up in methanol (3 mL) and added to a flask containing 10% Palla... Starting materials: ClC1=NC(=CC=C1C(=O)OC)C1=C(C=CC=C1)OC (Methyl 2-chloro-6-(2-methoxyphenyl)pyridine-3-carboxylate), Cl.NC1=NC(=CC=C1C(C(F)(F)F)=O)NC1CNCCC1 (1-[2-Amino-6-(piperidin-3-ylamino)pyridin-3-yl]-2,2,2-trifluoroethanone hydrochloride). Yields the product Cl.NC1=C(C=CC(=N1)NC1CN(CCC1)C1=NC(=CC=C1C(=O)OC)C1=C(C=CC=C1)OC)C(C(F)(F)F)=O (Methyl 2-(3-{[6-amino-5-(trifluoroacetyl)pyridin-2-yl]amino}piperidin-1-yl)-6-(2-methoxyphenyl)pyridine-3-carboxylate hydrochloride). As a reaction SMILES: [Cl:1][C:2]1[C:7]([C:8]([O:10][CH3:11])=[O:9])=[CH:6][CH:5]=[C:4]([C:12]2[CH:17]=[CH:16][CH:15]=[CH:14][C:13]=2[O:18][CH3:19])[N:3]=1.Cl.[NH2:21][C:22]1[C:27]([C:28](=[O:33])[C:29]([F:32])([F:31])[F:30])=[CH:26][CH:25]=[C:24]([NH:34][CH:35]2[CH2:40][CH2:39][CH2:38][NH:37][CH2:36]2)[N:23]=1>>[ClH:1].[NH2:21][C:22]1[N:23]=[C:24]([NH:34][CH:35]2[CH2:40][CH2:39][CH2:38][N:37]([C:2]3[C:7]([C:8]([O:10][CH3:11])=[O:9])=[CH:6][CH:5]=[C:4]([C:12]4[CH:17]=[CH:16][CH:15]=[CH:14][C:13]=4[O:18][CH3:19])[N:3]=3)[CH2:36]2)[CH:25]=[CH:26][C:27]=1[C:28](=[O:33])[C:29]([F:32])([F:31])[F:30] |f:1.2,3.4|. Procedure: Analogously to the preparation of Example 8, 255 mg (0.84 mmol) of methyl 2-chloro-6-(2-methoxyphenyl)pyridine-3-carboxylate (Example 17A) and 299 mg (0.92 mmol) of 1-[2-amino-6-(piperidin-3-ylamino)pyridin-3-yl]-2,2,2-trifluoroethanone hydrochloride (Example 13A) were used to obtain, after purification of the crude product by means of preparative HPLC (method 10), 275 mg (58% of theory) of the product in solid form. The reactants are CC1CC(N(CC1)C(=O)OC(C)(C)C)=O (4-methyl-Boc-piperidinone), [OH-].[NH4+] (ammonium hydroxide), ice water, IC1=CC=C(N)C=C1 (4-iodo-aniline), C[Si](C)(C)C#N (trimethylsilylcyanide). Solvent: CC(=O)O (AcOH). Reaction conditions: time 1 hour. The product is C(#N)C1(CC(N(CC1)C(=O)OC(C)(C)C)C)NC1=CC=C(C=C1)I (tert-butyl 4-cyano-4-[(4-iodophenyl)amino]-2-methylpiperidine-1-carboxylate). Reaction SMILES: [CH3:1][CH:2]1[CH2:7][CH2:6][N:5]([C:8]([O:10][C:11]([CH3:14])([CH3:13])[CH3:12])=O)[C:4](=O)[CH2:3]1.[I:16][C:17]1[CH:23]=[CH:22][C:20]([NH2:21])=[CH:19][CH:18]=1.[CH3:24][Si](C#N)(C)C.[OH-:30].[NH4+:31]>CC(O)=O>[C:1]([C:2]1([NH:21][C:20]2[CH:22]=[CH:23][C:17]([I:16])=[CH:18][CH:19]=2)[CH2:7][CH2:6][N:5]([C:8]([O:10][C:11]([CH3:14])([CH3:13])[CH3:12])=[O:30])[CH:4]([CH3:24])[CH2:3]1)#[N:31] |f:3.4|. Reported procedure: 4-methyl-Boc-piperidinone (intermediate I.1.a.1, 863 mg, 4.05 mmol) was dissolved in glacial AcOH (4.05 mL). To the resulting solution was added 4-iodo-aniline (0.886 g, 4.05 mmol) and trimethylsilylcyanide (0.647 mL, 4.86 mmol). The reaction mixture was stirred at rt for 1 h, cooled to 0° C., poured onto 7 ml ammonium hydroxide and ice/water, extracted with DCM twice. The organic layer was washed with brine, dried over sodium sulfate and concentrated in vacuo to afford the desired product as 3:... Reactants: C(C=C)S (allylmercaptan), [Na] (sodium), COC1=NN=C(C2=CC=CC=C12)Cl (1-methoxy-4-chlorophthalazine). Run in CO (methanol). Product: COC1=NN=C(C2=CC=CC=C12)SCC=C (1-methoxy-4-allylthiophthalazine). Reaction SMILES: [Na].[CH2:2]([SH:5])[CH:3]=[CH2:4].[CH3:6][O:7][C:8]1[C:17]2[C:12](=[CH:13][CH:14]=[CH:15][CH:16]=2)[C:11](Cl)=[N:10][N:9]=1>CO>[CH3:6][O:7][C:8]1[C:17]2[C:12](=[CH:13][CH:14]=[CH:15][CH:16]=2)[C:11]([S:5][CH2:2][CH:3]=[CH2:4])=[N:10][N:9]=1 |^1:0|. Reported procedure: 0.23 g(0.01 mol) of metallic sodium was dissolved in 30 ml of absolute methanol and then mixed with 0.93 ml(0.01 mol) of allylmercaptan. To this mixture was added 1.95 g(0.01 mol) of 1-methoxy-4-chlorophthalazine obtained from Preparation 7. The reaction solution was refluxed for one hour and then treated according to the same manner as Example 1 to obtain the title compound as a freezing pale white crystal.